From a dataset of the Open Reaction Database (ORD), a public repository of structured organic reaction records. describe an organic reaction: reactants, conditions, products, and yield The reactants are CC1=[N+](C=CC(=C1C)[N+](=O)[O-])[O-] (2,3-dimethyl-4-nitropyridine-1-oxide), FC(CO)(C(F)(F)F)F (2,2,3,3,3-pentafluoropropanol), C([O-])([O-])=O.[K+].[K+] (potassium carbonate), triamide. Run in C(C)C(=O)C (methyl ethyl ketone). Run at temperature 75 celsius, time 4.5 day. Yields the product CC1=[N+](C=CC(=C1C)OCC(C(F)(F)F)(F)F)[O-] (2,3-dimethyl-4-(2,2,3,3,3-pentafluoropropoxy)pyridine-1-oxide). RXN SMILES: [CH3:1][C:2]1[C:7]([CH3:8])=[C:6]([N+]([O-])=O)[CH:5]=[CH:4][N+:3]=1[O-:12].[F:13][C:14]([F:21])([C:17]([F:20])([F:19])[F:18])[CH2:15][OH:16].C(=O)([O-])[O-].[K+].[K+]>C(C(C)=O)C>[CH3:1][C:2]1[C:7]([CH3:8])=[C:6]([O:16][CH2:15][C:14]([F:21])([F:13])[C:17]([F:20])([F:19])[F:18])[CH:5]=[CH:4][N+:3]=1[O-:12] |f:2.3.4|. Reported procedure: A mixture of 2,3-dimethyl-4-nitropyridine-1-oxide (2.0 g), methyl ethyl ketone (30 ml), 2,2,3,3,3-pentafluoropropanol (3.05 ml), anhydrous potassium carbonate (3.29 g) and imethylphosphoric acid triamide (2.07 g) was heated at 70-80° C. with stirring for 4.5 days. Then, the insoluble matter was filtered off and the filtrate was concentrated. Water was added to the residue and the mixture was extracted with ethyl acetate. The extract layer was dried over magnesium sulfate, then the solvent was di...